Task: describe an organic reaction: reactants, conditions, products, and yield. Dataset: the Open Reaction Database (ORD), a public repository of structured organic reaction records The reactants are ClC1=C(C#N)C=C(C=C1)[N+](=O)[O-] (2-chloro-5-nitrobenzonitrile), N1(C=NC=C1)CCCN (3-imidazol-1-ylpropylamine). The product is N1(C=NC=C1)CCCNC1=C(C#N)C=C(C=C1)[N+](=O)[O-] (2-(3-Imidazol-1-ylpropylamino)-5-nitrobenzonitrile). The yield is 52.0%. Reaction SMILES: Cl[C:2]1[CH:9]=[CH:8][C:7]([N+:10]([O-:12])=[O:11])=[CH:6][C:3]=1[C:4]#[N:5].[N:13]1([CH2:18][CH2:19][CH2:20][NH2:21])[CH:17]=[CH:16][N:15]=[CH:14]1>>[N:13]1([CH2:18][CH2:19][CH2:20][NH:21][C:2]2[CH:9]=[CH:8][C:7]([N+:10]([O-:12])=[O:11])=[CH:6][C:3]=2[C:4]#[N:5])[CH:17]=[CH:16][N:15]=[CH:14]1. Procedure: Starting with 36.5 g (0.2 mol) of 2-chloro-5-nitrobenzonitrile and 31.3 g (0.25 mol) of 3-imidazol-1-ylpropylamine, and after purification by recrystallization from refluxing at 96 ° ethanol, 28.2 g of yellow crystals melting at 177° C. (Kofler) were obtained, the elemental analysis of which, calculated for C13H13N5O2, was: The reactants are CCCC12CCC(=O)C=C1c1c(cc(OC)c(Cl)c1Cl)O2, Cl, O, c1ccncc1. The product is CCCC12CCC(=O)C=C1c1c(cc(O)c(Cl)c1Cl)O2. Reaction SMILES: [Cl:1][c:2]1[c:3]([Cl:21])[c:4]([O:19][CH3:20])[cH:5][c:6]2[c:10]1[C:9]1=[CH:11][C:12](=[O:15])[CH2:13][CH2:14][C:8]1([CH2:16][CH2:17][CH3:18])[O:7]2.[ClH:22].[OH2:29].[n:23]1[cH:24][cH:25][cH:26][cH:27][cH:28]1>>[Cl:1][c:2]1[c:3]([Cl:21])[c:4]([OH:19])[cH:5][c:6]2[c:10]1[C:9]1=[CH:11][C:12](=[O:15])[CH2:13][CH2:14][C:8]1([CH2:16][CH2:17][CH3:18])[O:7]2. Reactants: [Br-], C1CCOC1, C[Mg+], O=C(c1ccc(OCc2ccc3ccccc3n2)cc1)c1ccc(OCc2ccc3ccccc3n2)cc1. Product: CC(O)(c1ccc(OCc2ccc3ccccc3n2)cc1)c1ccc(OCc2ccc3ccccc3n2)cc1. RXN SMILES: [Br-:39].[CH2:42]1[O:43][CH2:44][CH2:45][CH2:46]1.[CH3:40][Mg+:41].[n:1]1[c:2]([CH2:11][O:12][c:13]2[cH:14][cH:15][c:16]([C:17](=[O:18])[c:19]3[cH:20][cH:21][c:22]([O:25][CH2:26][c:27]4[n:28][c:29]5[cH:30][cH:31][cH:32][cH:33][c:34]5[cH:35][cH:36]4)[cH:23][cH:24]3)[cH:37][cH:38]2)[cH:3][cH:4][c:5]2[cH:6][cH:7][cH:8][cH:9][c:10]12>>[n:1]1[c:2]([CH2:11][O:12][c:13]2[cH:14][cH:15][c:16]([C:17]([OH:18])([c:19]3[cH:20][cH:21][c:22]([O:25][CH2:26][c:27]4[n:28][c:29]5[cH:30][cH:31][cH:32][cH:33][c:34]5[cH:35][cH:36]4)[cH:23][cH:24]3)[CH3:40])[cH:37][cH:38]2)[cH:3][cH:4][c:5]2[cH:6][cH:7][cH:8][cH:9][c:10]12. Reactants: ClC=1C=CC2=C(COC3=CC(=CC=C23)B2OC(C(O2)(C)C)(C)C)C1 (2-(8-chloro-6H-benzo[c]chromen-3-yl)-4,4,5,5-tetramethyl-1,3,2-dioxaborolane), BrC=1C=CC2=C(NC(=N2)[C@H]2N([C@@H]3CC[C@H]2C3)C(=O)OC(C)(C)C)C1 ((1R,3S,4S)-tert-butyl 3-(6-bromo-1H-benzo[d]imidazol-2-yl)-2-azabicyclo[2.2.1]heptane-2-carboxylate), C([O-])([O-])=O.[K+].[K+] (potassium carbonate). The reagents and catalysts are [Pd].C1(=CC=CC=C1)P(C1=CC=CC=C1)C1=CC=CC=C1.C1(=CC=CC=C1)P(C1=CC=CC=C1)C1=CC=CC=C1.C1(=CC=CC=C1)P(C1=CC=CC=C1)C1=CC=CC=C1.C1(=CC=CC=C1)P(C1=CC=CC=C1)C1=CC=CC=C1 (tetrakis(triphenylphosphine) palladium(0)), C1=CC=C(C=C1)P([C-]2C=CC=C2)C3=CC=CC=C3.C1=CC=C(C=C1)P([C-]2C=CC=C2)C3=CC=CC=C3.Cl[Pd]Cl.[Fe+2] (dichloro[1,1′-bis(diphenylphosphino)ferrocene]palladium(II)). The solvent is COCCOC (1,2-dimethoxyethane), CN(C=O)C (dimethylformamide). Conditions: temperature 85 celsius. The product is ClC=1C=CC2=C(COC3=CC(=CC=C23)C=2C=CC3=C(NC(=N3)[C@@H]3N([C@H]4CCC3C4)C(=O)OC(C)(C)C)C2)C1 ((1S,3R)-tert-butyl 3-(6-(8-chloro-6H-benzo[c]chromen-3-yl)-1H-benzo[d]imidazol-2-yl)-2-azabicyclo[2.2.1]heptane-2-carboxylate). The yield is 24.8%. As a reaction SMILES: [Cl:1][C:2]1[CH:3]=[CH:4][C:5]2[C:14]3[C:9](=[CH:10][C:11](B4OC(C)(C)C(C)(C)O4)=[CH:12][CH:13]=3)[O:8][CH2:7][C:6]=2[CH:24]=1.Br[C:26]1[CH:27]=[CH:28][C:29]2[N:33]=[C:32]([C@@H:34]3[C@@H:39]4[CH2:40][C@@H:36]([CH2:37][CH2:38]4)[N:35]3[C:41]([O:43][C:44]([CH3:47])([CH3:46])[CH3:45])=[O:42])[NH:31][C:30]=2[CH:48]=1.C(=O)([O-])[O-].[K+].[K+]>COCCOC.CN(C)C=O.[Pd].C1(P(C2C=CC=CC=2)C2C=CC=CC=2)C=CC=CC=1.C1(P(C2C=CC=CC=2)C2C=CC=CC=2)C=CC=CC=1.C1(P(C2C=CC=CC=2)C2C=CC=CC=2)C=CC=CC=1.C1(P(C2C=CC=CC=2)C2C=CC=CC=2)C=CC=CC=1.C1C=CC(P(C2C=CC=CC=2)[C-]2C=CC=C2)=CC=1.C1C=CC(P(C2C=CC=CC=2)[C-]2C=CC=C2)=CC=1.Cl[Pd]Cl.[Fe+2]>[Cl:1][C:2]1[CH:3]=[CH:4][C:5]2[C:14]3[C:9](=[CH:10][C:11]([C:27]4[CH:26]=[CH:48][C:30]5[N:31]=[C:32]([C@H:34]6[CH:39]7[CH2:40][C@H:36]([CH2:37][CH2:38]7)[N:35]6[C:41]([O:43][C:44]([CH3:46])([CH3:45])[CH3:47])=[O:42])[NH:33][C:29]=5[CH:28]=4)=[CH:12][CH:13]=3)[O:8][CH2:7][C:6]=2[CH:24]=1 |f:2.3.4,7.8.9.10.11,12.13.14.15|. Reported procedure: To a solution of 2-(8-chloro-6H-benzo[c]chromen-3-yl)-4,4,5,5-tetramethyl-1,3,2-dioxaborolane (750 mg, 2.18 mmol), (1R,3S,4S)-tert-butyl 3-(6-bromo-1H-benzo[d]imidazol-2-yl)-2-azabicyclo[2.2.1]heptane-2-carboxylate (1.07 mg, 2.72 mmol), tetrakis(triphenylphosphine) palladium(0) (75 mg, 0.07 mmol) and dichloro[1,1′-bis(diphenylphosphino)ferrocene]palladium(II) (96 mg, 0.13 mmol) in a mixture of 1,2-dimethoxyethane (10 mL) and dimethylformamide (2 mL) was added a solution of potassium carbonate (2... Starting materials: BrC1=CC(=C(NCC2=CC3=C(N=C(O3)SC)C=C2)C=C1)[N+](=O)[O-] (4-bromo-N-((2-(methylthio)benzo[d]oxazol-6-yl)methyl)-2-nitroaniline), CC(=O)O (HOAc), CO (methanol). Reagents/catalysts: [Zn] (zinc). The solvent is C(Cl)Cl (DCM). Run at time 2 hour. Product: BrC=1C=C(C(=CC1)NCC1=CC2=C(N=C(O2)SC)C=C1)N (4-bromo-N1-((2-(methylthio)benzo[d]oxazol-6-yl)methyl)benzene-1,2-diamine). The yield is 71.9%. RXN SMILES: [Br:1][C:2]1[CH:20]=[CH:19][C:5]([NH:6][CH2:7][C:8]2[CH:18]=[CH:17][C:11]3[N:12]=[C:13]([S:15][CH3:16])[O:14][C:10]=3[CH:9]=2)=[C:4]([N+:21]([O-])=O)[CH:3]=1.CC(O)=O.CO>C(Cl)Cl.[Zn]>[Br:1][C:2]1[CH:3]=[C:4]([NH2:21])[C:5]([NH:6][CH2:7][C:8]2[CH:18]=[CH:17][C:11]3[N:12]=[C:13]([S:15][CH3:16])[O:14][C:10]=3[CH:9]=2)=[CH:19][CH:20]=1. Procedure details: To a stirred solution of 4-bromo-N-((2-(methylthio)benzo[d]oxazol-6-yl)methyl)-2-nitroaniline (704 mg, 1.79 mmol), HOAc (2.1 mL) and methanol (2.1 mL) in DCM (18 mL) at 0° C. was added zinc dust (1.16 g, 17.9 mmol) portionwise. After stirring for 2 h, the mixture was filtered. The filtrate was washed with aq NaHCO3 and brine. The organic layer was dried over NaSO4, filtered and concentrated under reduced pressure to give 4-bromo-N1-((2-(methylthio)benzo[d]oxazol-6-yl)methyl)benzene-1,2-diamine (... The reactants are ClCCl, CC(=O)O, CC(C)(C)OCl, Nc1cc(F)ccc1C(=O)O. Product: Nc1cc(F)c(Cl)cc1C(=O)O. As a reaction SMILES: [CH2:18]([Cl:19])[Cl:20].[CH3:21][C:22](=[O:23])[OH:24].[Cl:12][O:13][C:14]([CH3:15])([CH3:16])[CH3:17].[F:1][c:2]1[cH:3][c:4]([NH2:11])[c:5]([C:6](=[O:7])[OH:8])[cH:9][cH:10]1>>[F:1][c:2]1[cH:3][c:4]([NH2:11])[c:5]([C:6](=[O:7])[OH:8])[cH:9][c:10]1[Cl:12]. The reactants are BrN1C(CCC1=O)=O (N-bromo succinimide), solution, FC1C(CCCC1)C=1C2=C(N(C1)CC(=O)OC)C=C(S2)C(=O)OC (methyl 6-(2-fluorocyclohexyl)-4-(2-methoxy-2-oxoethyl)-4H-thieno[3,2-b]pyrrole-2-carboxylate). Run in C(Cl)Cl (DCM). Conditions: time 1 hour. Yields the product BrC1=C(C2=C(N1CC(=O)OC)C=C(S2)C(=O)OC)C2C(CCCC2)F (methyl 5-bromo-6-(2-fluorocyclohexyl)-4-(2-methoxy-2-oxoethyl)-4H-thieno[3,2-b]pyrrole-2-carboxylate). The yield is 100.0%. RXN SMILES: [Br:1]N1C(=O)CCC1=O.[F:9][CH:10]1[CH2:15][CH2:14][CH2:13][CH2:12][CH:11]1[C:16]1[C:17]2[S:28][C:27]([C:29]([O:31][CH3:32])=[O:30])=[CH:26][C:18]=2[N:19]([CH2:21][C:22]([O:24][CH3:25])=[O:23])[CH:20]=1>C(Cl)Cl>[Br:1][C:20]1[N:19]([CH2:21][C:22]([O:24][CH3:25])=[O:23])[C:18]2[CH:26]=[C:27]([C:29]([O:31][CH3:32])=[O:30])[S:28][C:17]=2[C:16]=1[CH:11]1[CH2:12][CH2:13][CH2:14][CH2:15][CH:10]1[F:9]. Procedure details: N-bromo succinimide (1.5 eq.) was added at 0° C. to a 0.1M solution of methyl 6-(2-fluorocyclohexyl)-4-(2-methoxy-2-oxoethyl)-4H-thieno[3,2-b]pyrrole-2-carboxylate in dry DCM, and the mixture was stirred for 1 h. After dilution with EtOAc, the organic layer was washed with aq. Na2S2O3-solution and brine, dried over Na2SO4 and concentrated i. vac. Yield: 100%. 1H-NMR (300 MHz, CDCl3, 300 K, δ) 7.58 (s, 1H), 4.88 (d, 1H, J 17.9), 4.79 (d, 1H, J 17.9), 4.64 (dtd, 1H, J 49.3, 10.6, 4.4), 3.88 (s, 3H... The solvent is ClCCCl (1,2-dichloroethane). Reactants: ClC=1C=C(C=C(C1)C1=CC(=CC=C1)C=O)CNC(=O)C1=CC(=CC=C1)C(=O)NCC=1C(=C2C(=NC1CC)N(N=C2)CC)NC2CCOCC2 (N-[(5-Chloro-3′-formyl-3-biphenylyl)methyl]-N′-{[1,6-diethyl-4-(tetrahydro-2H-pyran-4-ylamino)-1H-pyrazolo[3,4-b]pyridin-5-yl]methyl}-1,3-benzenedicarboxamide), N1(CCNCCC1)C(=O)OC(C)(C)C (1,1-dimethylethyl hexahydro-1H-1,4-diazepine-1-carboxylate), C(C)(=O)O (acetic acid), C(C)(=O)O[BH-](OC(C)=O)OC(C)=O (Triacetoxyborohydride), FC(C(=O)O)(F)F (Trifluoroacetic acid). Procedure details: N-[(5-Chloro-3′-formyl-3-biphenylyl)methyl]-N′-{[1,6-diethyl-4-(tetrahydro-2H-pyran-4-ylamino)-1H-pyrazolo[3,4-b]pyridin-5-yl]methyl}-1,3-benzenedicarboxamide (40 mg, 0.059 mmol) and 1,1-dimethylethyl hexahydro-1H-1,4-diazepine-1-carboxylate (23.59 mg, 0.118 mmol) were dissolved in 1,2-dichloroethane (DCE) (1 mL) in a 1 dram vial and acetic acid (3.71 μL, 0.065 mmol) was added. The mixture was stirred for 30 min and then MP-Triacetoxyborohydride (126 mg, 0.294 mmol) was added. The mixture was st... Product: ClC=1C=C(C=C(C1)C1=CC(=CC=C1)CN1CCNCCC1)CNC(=O)C1=CC(=CC=C1)C(=O)NCC=1C(=C2C(=NC1CC)N(N=C2)CC)NC2CCOCC2 (N-{[5-Chloro-3′-(hexahydro-1H-1,4-diazepin-1-ylmethyl)-3-biphenylyl]methyl}-N′-{[1,6-diethyl-4-(tetrahydro-2H-pyran-4-ylamino)-1H-pyrazolo[3,4-b]pyridin-5-yl]methyl}-1,3-benzenedicarboxamide), C(=O)(C(F)(F)F)O (TFA). As a reaction SMILES: [Cl:1][C:2]1[CH:3]=[C:4]([CH2:16][NH:17][C:18]([C:20]2[CH:25]=[CH:24][CH:23]=[C:22]([C:26]([NH:28][CH2:29][C:30]3[C:31]([NH:43][CH:44]4[CH2:49][CH2:48][O:47][CH2:46][CH2:45]4)=[C:32]4[CH:40]=[N:39][N:38]([CH2:41][CH3:42])[C:33]4=[N:34][C:35]=3[CH2:36][CH3:37])=[O:27])[CH:21]=2)=[O:19])[CH:5]=[C:6]([C:8]2[CH:13]=[CH:12][CH:11]=[C:10]([CH:14]=O)[CH:9]=2)[CH:7]=1.[N:50]1(C(OC(C)(C)C)=O)[CH2:56][CH2:55][CH2:54][NH:53][CH2:52][CH2:51]1.C(O)(=O)C.C(O[BH-](OC(=O)C)OC(=O)C)(=O)C.[F:81][C:82]([F:87])([F:86])[C:83]([OH:85])=[O:84]>ClCCCl>[Cl:1][C:2]1[CH:3]=[C:4]([CH2:16][NH:17][C:18]([C:20]2[CH:25]=[CH:24][CH:23]=[C:22]([C:26]([NH:28][CH2:29][C:30]3[C:31]([NH:43][CH:44]4[CH2:49][CH2:48][O:47][CH2:46][CH2:45]4)=[C:32]4[CH:40]=[N:39][N:38]([CH2:41][CH3:42])[C:33]4=[N:34][C:35]=3[CH2:36][CH3:37])=[O:27])[CH:21]=2)=[O:19])[CH:5]=[C:6]([C:8]2[CH:13]=[CH:12][CH:11]=[C:10]([CH2:14][N:50]3[CH2:56][CH2:55][CH2:54][NH:53][CH2:52][CH2:51]3)[CH:9]=2)[CH:7]=1.[C:83]([OH:85])([C:82]([F:87])([F:86])[F:81])=[O:84]. Reaction conditions: time 30 minute. Starting materials: C(C)OC(=O)C1=C(NC(=C(C1C1=CC(=CC=C1)[N+](=O)[O-])C(=O)OCC)C)N (2-amino-6-methyl-4-(3'-nitrophenyl)-1,4-dihydropyridine-3,5-dicarboxylic acid diethyl ester), CC[O-].[Na+] (sodium ethylate), C(C1=CC=CC=C1)Br (benzyl bromide). The solvent is C(C)O (ethanol). Conditions: time 60 minute. Product: C(C)OC(=O)C1(C(=NC(=C(C1C1=CC(=CC=C1)[N+](=O)[O-])C(=O)OCC)C)N)CC1=CC=CC=C1 (2-amino-3-benzyl-6-methyl-4-(3'-nitrophenyl)-3,4-dihydropyridine-3,5-dicarboxylic acid diethyl ester). Reaction SMILES: [CH2:1]([O:3][C:4]([C:6]1[CH:11]([C:12]2[CH:17]=[CH:16][CH:15]=[C:14]([N+:18]([O-:20])=[O:19])[CH:13]=2)[C:10]([C:21]([O:23][CH2:24][CH3:25])=[O:22])=[C:9]([CH3:26])[NH:8][C:7]=1[NH2:27])=[O:5])[CH3:2].CC[O-].[Na+].[CH2:32](Br)[C:33]1[CH:38]=[CH:37][CH:36]=[CH:35][CH:34]=1>C(O)C>[CH2:1]([O:3][C:4]([C:6]1([CH2:32][C:33]2[CH:38]=[CH:37][CH:36]=[CH:35][CH:34]=2)[CH:11]([C:12]2[CH:17]=[CH:16][CH:15]=[C:14]([N+:18]([O-:20])=[O:19])[CH:13]=2)[C:10]([C:21]([O:23][CH2:24][CH3:25])=[O:22])=[C:9]([CH3:26])[N:8]=[C:7]1[NH2:27])=[O:5])[CH3:2] |f:1.2|. Procedure details: A solution of 37.4 g of 2-amino-6-methyl-4-(3'-nitrophenyl)-1,4-dihydropyridine-3,5-dicarboxylic acid diethyl ester and 6.8 g of sodium ethylate in 500 ml of ethanol is brought to the boil and treated with 17.1 g of benzyl bromide. After boiling for a further 60 minutes under reflux, the mixture is concentrated by distillation and the residue is taken up in 300 ml of chloroform and extracted by shaking twice with 100 ml of water. Concentration of the organic phase and recrystallization from etha... Reaction SMILES: [CH3:1][O:2][C:3]1[CH:8]=[C:7]([N+:9]([O-])=O)[CH:6]=[CH:5][C:4]=1[C:12]1[CH:17]=[CH:16][CH:15]=[C:14]([C:18]([OH:20])=[O:19])[CH:13]=1>[Pd]>[NH2:9][C:7]1[CH:6]=[CH:5][C:4]([C:12]2[CH:17]=[CH:16][CH:15]=[C:14]([C:18]([OH:20])=[O:19])[CH:13]=2)=[C:3]([O:2][CH3:1])[CH:8]=1. Procedure details: The title compound can be prepared by palladium catalyzed hydrogenation of 2-methoxy-4-nitro-3′-biphenyl carboxylic acid. The product is NC1=CC(=C(C=C1)C1=CC(=CC=C1)C(=O)O)OC (4-Amino-2-methoxy-3′-biphenyl carboxylic acid). Starting materials: COC1=C(C=CC(=C1)[N+](=O)[O-])C1=CC(=CC=C1)C(=O)O (2-methoxy-4-nitro-3′-biphenyl carboxylic acid). Reagents/catalysts: [Pd] (palladium).